Dataset: the Open Reaction Database (ORD), a public repository of structured organic reaction records. Task: describe an organic reaction: reactants, conditions, products, and yield Starting materials: COc1nc(C)cnc1NS(=O)(=O)c1cccnc1-c1ccc(CC(C)CO[Si](C)(C)C(C)(C)C)cc1, O=C([O-])O, CC(=O)O, CC(=O)OC(C)=O, [Na+]. The product is COc1nc(C)cnc1NS(=O)(=O)c1cccnc1-c1ccc(CC(C)COC(C)=O)cc1. RXN SMILES: [C:1]([Si:2]([CH3:3])([CH3:4])[O:6][CH2:7][CH:8]([CH2:9][c:10]1[cH:11][cH:12][c:13](-[c:16]2[n:17][cH:18][cH:19][cH:20][c:21]2[S:22](=[O:23])(=[O:24])[NH:25][c:26]2[n:27][cH:28][c:29]([CH3:34])[n:30][c:31]2[O:32][CH3:33])[cH:14][cH:15]1)[CH3:35])([CH3:5])([CH3:36])[CH3:37].[C:38](=[O:39])([O-:40])[OH:41].[CH3:43][C:44]([OH:45])=[O:46].[CH3:47][C:48]([O:49][C:50](=[O:51])[CH3:52])=[O:53].[Na+:42]>>[O:6]([CH2:7][CH:8]([CH2:9][c:10]1[cH:11][cH:12][c:13](-[c:16]2[n:17][cH:18][cH:19][cH:20][c:21]2[S:22](=[O:23])(=[O:24])[NH:25][c:26]2[n:27][cH:28][c:29]([CH3:34])[n:30][c:31]2[O:32][CH3:33])[cH:14][cH:15]1)[CH3:35])[C:44]([CH3:43])=[O:45]. The reactants are CC(=O)OCC1OC(OC(C)=O)C(OC(C)=O)C1OC(C)=O, CCS[Si](C)(C)C, CCOC(C)=O, ClCCl, [Na+], O=C([O-])O. Yields the product CCSC1OC(COC(C)=O)C(OC(C)=O)C1OC(C)=O. Reaction SMILES: [C:1]([O:2][CH:5]1[CH:6]([O:7][C:8]([CH3:9])=[O:10])[CH:11]([O:12][C:13]([CH3:14])=[O:15])[CH:16]([CH2:18][O:19][C:20]([CH3:21])=[O:22])[O:17]1)(=[O:3])[CH3:4].[CH2:23]([CH3:24])[S:25][Si:26]([CH3:27])([CH3:28])[CH3:29].[CH3:30][CH2:31][O:32][C:33]([CH3:34])=[O:35].[Cl:41][CH2:42][Cl:43].[Na+:40].[O-:36][C:37]([OH:38])=[O:39]>>[CH:5]1([S:25][CH2:23][CH3:24])[CH:6]([O:7][C:8]([CH3:9])=[O:10])[CH:11]([O:12][C:13]([CH3:14])=[O:15])[CH:16]([CH2:18][O:19][C:20]([CH3:21])=[O:22])[O:17]1. The reactants are C(CCC)[Li] (butyl lithium), BrC1=CC=NC=C1 (4-bromopyridine), C(C(=O)[O-])(=O)OCC (ethyl oxalate), nylon. Solvent: O1CCCC1 (tetrahydrofuran), O1CCCC1 (THF), O1CCCC1 (THF). Conditions: temperature -70 celsius, time 30 minute. Product: N1=CC=C(C=C1)C(C(=O)O)=O (4-pyridyl glyoxylic acid). Reaction SMILES: Br[C:2]1[CH:7]=[CH:6][N:5]=[CH:4][CH:3]=1.C([Li])CCC.[C:13](OCC)(=[O:17])[C:14]([O-:16])=[O:15]>O1CCCC1>[N:5]1[CH:6]=[CH:7][C:2]([C:13](=[O:17])[C:14]([OH:16])=[O:15])=[CH:3][CH:4]=1. Reported procedure: 15.0 g. (0.095 mol) of 4-bromopyridine in 7 ml. of dry tetrahydrofuran (THF) was added dropwise at -70° C. to a solution of butyl lithium (1.6 M, 60.9 ml., 0.098 mol) dissolved in 120 ml. of dried THF over a ten minute period. The resulting very deep purple mixture was stirred at -70° C. for 30 minutes and then transferred by nylon tubing under positive nitrogen pressure into a stirred 0° C. solution of ethyl oxalate (55.2 g., 0.38 moles) in 90 ml. of dry THF. The solution was stirred at 0° C. f... Product: Cn1c(COc2ccc(CC3SC(=O)NC3=O)cc2)nc2cc(Cl)cnc21. Starting materials: CC(=O)O, Cn1c(COc2ccc(CC3SC(=O)N(C(c4ccccc4)(c4ccccc4)c4ccccc4)C3=O)cc2)nc2cc(Cl)cnc21, O. RXN SMILES: [CH3:47][C:48](=[O:49])[OH:50].[Cl:1][c:2]1[cH:3][c:4]2[c:5]([n:6][cH:7]1)[n:8]([CH3:46])[c:9]([CH2:11][O:12][c:13]1[cH:14][cH:15][c:16]([CH2:17][CH:18]3[C:19](=[O:43])[N:20]([C:24]([c:25]4[cH:26][cH:27][cH:28][cH:29][cH:30]4)([c:31]4[cH:32][cH:33][cH:34][cH:35][cH:36]4)[c:37]4[cH:38][cH:39][cH:40][cH:41][cH:42]4)[C:21](=[O:23])[S:22]3)[cH:44][cH:45]1)[n:10]2.[OH2:51]>>[Cl:1][c:2]1[cH:3][c:4]2[c:5]([n:6][cH:7]1)[n:8]([CH3:46])[c:9]([CH2:11][O:12][c:13]1[cH:14][cH:15][c:16]([CH2:17][CH:18]3[C:19](=[O:43])[NH:20][C:21](=[O:23])[S:22]3)[cH:44][cH:45]1)[n:10]2. RXN SMILES: [CH2:1]1[NH:2][CH2:3][c:4]2[cH:5][cH:6][cH:7][cH:8][c:9]21.[CH3:10][N:11]([CH3:12])[CH:13]=[O:14].[F:15][c:16]1[c:17]([N+:26](=[O:27])[O-:28])[cH:18][c:19]([C:22]([F:23])([F:24])[F:25])[cH:20][cH:21]1.[OH2:29]>>[CH2:1]1[N:2]([c:16]2[c:17]([N+:26](=[O:27])[O-:28])[cH:18][c:19]([C:22]([F:23])([F:24])[F:25])[cH:20][cH:21]2)[CH2:3][c:4]2[cH:5][cH:6][cH:7][cH:8][c:9]21. The product is O=[N+]([O-])c1cc(C(F)(F)F)ccc1N1Cc2ccccc2C1. Starting materials: c1ccc2c(c1)CNC2, CN(C)C=O, O=[N+]([O-])c1cc(C(F)(F)F)ccc1F, O. Starting materials: CC(C(=O)NNC(C1=CC=C(C=C1)I)=O)(C)C (4iodo-benzoic acid N′-(2,2-dimethyl-propionyl)-hydrazide), CC(C(=O)NNC(C1=CC=C(C=C1)I)=O)(C)C (4iodo-benzoic acid N′-(2,2-dimethyl-propionyl)-hydrazide). Solvent: FC(C(=O)O)(F)F (Trifluoroacetic acid). Reaction conditions: time 2 hour. The product is IC1=CC=C(C(=O)NN)C=C1 (4-Iodobenzoic acid hydrazide), solid. Isolated yield 76.1%. RXN SMILES: CC(C)(C)C([NH:5][NH:6][C:7](=[O:15])[C:8]1[CH:13]=[CH:12][C:11]([I:14])=[CH:10][CH:9]=1)=O>FC(F)(F)C(O)=O>[I:14][C:11]1[CH:12]=[CH:13][C:8]([C:7]([NH:6][NH2:5])=[O:15])=[CH:9][CH:10]=1. Procedure details: Trifluoroacetic acid (10 ml) was added to 4iodo-benzoic acid N′-(2,2-dimethyl-propionyl)-hydrazide (Intermediate 13) (1 g, 2.76 mmol) and stirred at room temperature for 2 hours. The trifluoroactic acid was removed in vacuo and the residue partitioned between ethyl acetate (50 ml) and saturated aqueous sodium bicarbonate solution (50 ml). The organic layer was washed with water (50 ml), brine (50 ml), dried over magnesium sulfate, filtered and the solvent removed in vacuo. The desired product wa... Reactants: CC1=C(C(=C(C(=O)O)C=C1)N(C)S(=O)(=O)C1=CC=C(C=C1)F)C (Methyl 2-[[(4-fluorophenyl)sulfonyl](methyl)amino]3-methyl benzoic acid), OCCCNC(=O)C=1OC2=C(C1)C=CC=C2 (N-(3-hydroxypropyl)-1-benzofuran-2-carboxamide). The product is O1C(=CC2=C1C=CC=C2)C(=O)NCCCOC2=CC=C(C=C2)S(=O)(=O)N(C2=C(C(=O)O)C=CC=C2C)C (2-[(4-{3-[(Benzofuran-2-carbonyl)-amino]-propoxy}-benzenesulfonyl)-methyl-amino]-3-methyl-benzoic acid). Yield: 53.0%. Reaction SMILES: C[C:2]1[CH:10]=[CH:9][C:5]([C:6]([OH:8])=[O:7])=[C:4]([N:11]([S:13]([C:16]2[CH:21]=[CH:20][C:19](F)=[CH:18][CH:17]=2)(=[O:15])=[O:14])[CH3:12])[C:3]=1[CH3:23].[OH:24][CH2:25][CH2:26][CH2:27][NH:28][C:29]([C:31]1[O:32][C:33]2[CH:39]=[CH:38][CH:37]=[CH:36][C:34]=2[CH:35]=1)=[O:30]>>[O:32]1[C:33]2[CH:39]=[CH:38][CH:37]=[CH:36][C:34]=2[CH:35]=[C:31]1[C:29]([NH:28][CH2:27][CH2:26][CH2:25][O:24][C:19]1[CH:18]=[CH:17][C:16]([S:13]([N:11]([CH3:12])[C:4]2[C:3]([CH3:23])=[CH:2][CH:10]=[CH:9][C:5]=2[C:6]([OH:8])=[O:7])(=[O:15])=[O:14])=[CH:21][CH:20]=1)=[O:30]. Reported procedure: The product of Example 2 (0.442 g, 1.37 mmol) was coupled to N-(3-hydroxypropyl)-1-benzofuran-2-carboxamide (0.3 g, 1.37 mmol) using the procedure of Example 3 to provide 0.37 g (53% yield) of an off white powder. MP 184-186° C.; 1H NMR (DMSO-d6): δ1.9 (s, CH3), 2.04 (t, CH2), 3.16 (s, CH3), 3.46 (q, CH2), 4.0 (t, CH2), 7.01 (d, 2 Ar H) 7.30-7.78 (m, 10 Ar H), 8.56 (t, NH), 12.4 (br s, OH). Electrospray Mass Spec: m/z 523.2 (M+H)+.